From a dataset of the Open Reaction Database (ORD), a public repository of structured organic reaction records. describe an organic reaction: reactants, conditions, products, and yield Reactants: CN1CCC2(C(NC(N2)=O)=O)CC1.NC1(CCN(CC1)C)C(=O)O (4-Amino-1-methylpiperidine-4-carboxylic acid 1-methylpiperidine-4-spiro-5'-hydantoin), O.O.O.O.O.O.O.O.[OH-].[Ba+2].[OH-] (barium hydroxide octahydrate). Run in O (water). The product is NC1(CCN(CC1)C)C(=O)O (4-amino1-methylpiperidine-4-carboxylic acid). The yield is 379.5%. RXN SMILES: CN1CCC2(NC(=O)NC2=O)CC1.[NH2:14][C:15]1([C:22]([OH:24])=[O:23])[CH2:20][CH2:19][N:18]([CH3:21])[CH2:17][CH2:16]1.O.O.O.O.O.O.O.O.[OH-].[Ba+2].[OH-]>O>[NH2:14][C:15]1([C:22]([OH:24])=[O:23])[CH2:16][CH2:17][N:18]([CH3:21])[CH2:19][CH2:20]1 |f:0.1,2.3.4.5.6.7.8.9.10.11.12|. Reported procedure: 4-Amino-1-methylpiperidine-4-carboxylic acid 1-methylpiperidine-4-spiro-5'-hydantoin (9.75 g., 0.0533 mole) and barium hydroxide octahydrate (28.8 g., 0.00913 mole) in water (150 ml.) were heated at 160° C. in an autoclave for three hours. The contents of four such batches were combined and the precipitated barium carbonate was filtered off. The filtrate was neutralized with solid carbon dioxide and the precipitate was removed by filtration. The filtrate was concentrated to a small volume to giv... The reactants are O=C1CCC(=O)N1Br, Cc1ccc(=O)[nH]c1, ClCCl. The product is Cc1c[nH]c(=O)c(Br)c1. As a reaction SMILES: [Br:9][N:10]1[C:11](=[O:12])[CH2:13][CH2:14][C:15]1=[O:16].[CH3:1][c:2]1[cH:3][cH:4][c:5](=[O:8])[nH:6][cH:7]1.[Cl:17][CH2:18][Cl:19]>>[CH3:1][c:2]1[cH:3][c:4]([Br:9])[c:5](=[O:8])[nH:6][cH:7]1. The reactants are Cl.C(C1=CC=CC=C1)OC1=C2CCCC(C2=CC=C1)C(=O)N(CC=1C=NNC1)C=1C=NC(=CC1)C(C)C (5-benzyloxy-N-(6-isopropylpyridin-3-yl)-N-[(pyrazol-4-yl)methyl]-1,2,3,4-tetrahydronaphthalene-1-carboxamide hydrochloride), ClCC1=NC=CC=C1C (2-chloromethyl-3-methylpyridine). Yields the product C(C1=CC=CC=C1)OC1=C2CCCC(C2=CC=C1)C(=O)N(CC=1C=NN(C1)CC1=NC=CC=C1C)C=1C=NC(=CC1)C(C)C (5-benzyloxy-N-(6-isopropylpyridin-3-yl)-N-({1-[(3-methylpyridin-2-yl)methyl]pyrazol-4-yl}methyl)-1,2,3,4-tetrahydronaphthalene-1-carboxamide). Isolated yield 84.9%. Reaction SMILES: Cl.[CH2:2]([O:9][C:10]1[CH:19]=[CH:18][CH:17]=[C:16]2[C:11]=1[CH2:12][CH2:13][CH2:14][CH:15]2[C:20]([N:22]([C:29]1[CH:30]=[N:31][C:32]([CH:35]([CH3:37])[CH3:36])=[CH:33][CH:34]=1)[CH2:23][C:24]1[CH:25]=[N:26][NH:27][CH:28]=1)=[O:21])[C:3]1[CH:8]=[CH:7][CH:6]=[CH:5][CH:4]=1.Cl[CH2:39][C:40]1[C:45]([CH3:46])=[CH:44][CH:43]=[CH:42][N:41]=1>>[CH2:2]([O:9][C:10]1[CH:19]=[CH:18][CH:17]=[C:16]2[C:11]=1[CH2:12][CH2:13][CH2:14][CH:15]2[C:20]([N:22]([C:29]1[CH:30]=[N:31][C:32]([CH:35]([CH3:37])[CH3:36])=[CH:33][CH:34]=1)[CH2:23][C:24]1[CH:25]=[N:26][N:27]([CH2:39][C:40]2[C:45]([CH3:46])=[CH:44][CH:43]=[CH:42][N:41]=2)[CH:28]=1)=[O:21])[C:3]1[CH:8]=[CH:7][CH:6]=[CH:5][CH:4]=1 |f:0.1|. Procedure details: By the reaction and treatment in the same manner as in Example 271 using 5-benzyloxy-N-(6-isopropylpyridin-3-yl)-N-[(pyrazol-4-yl)methyl]-1,2,3,4-tetrahydronaphthalene-1-carboxamide hydrochloride (0.78 g) and 2-chloromethyl-3-methylpyridine (0.53 g) as starting materials, 5-benzyloxy-N-(6-isopropylpyridin-3-yl)-N-({1-[(3-methylpyridin-2-yl)methyl]pyrazol-4-yl}methyl)-1,2,3,4-tetrahydronaphthalene-1-carboxamide (0.75 g) was obtained. Starting materials: C([O-])(O)=O.[Na+] (sodium bicarbonate), O[C@H]([C@H](C)NC(O[C@@H](C(C)(C)C)CN1C=NC2=C1C=C(C(=C2)Cl)Cl)=O)CNS(=O)(=O)C2=NC=CC=C2 ((1S)-1-[(5,6-dichloro-1H-benzimidazol-1-yl)methyl]-2,2-dimethylpropyl (1S,2S)-2-hydroxy-1-methyl-3-[(2-pyridinylsulfonyl)amino]propylcarbamate), O[C@@H]([C@H](C)NC(O[C@@H](C(C)(C)C)CN1C=NC2=C1C=C(C(=C2)Cl)Cl)=O)CNS(=O)(=O)C2=NC=CC=C2 ((1S)-1-[(5,6-dichloro-1H-benzimidazol-1-yl)methyl]-2,2-dimethylpropyl (1S,2R)-2-hydroxy-1-methyl-3-[(2-pyridinylsulfonyl)amino]propylcarbamate), CC(=O)OI1(C=2C=CC=CC2C(=O)O1)(OC(=O)C)OC(=O)C (Dess-Martin periodinane). Solvent: C(C)(=O)OCC (ethyl acetate), S(=S)(=O)([O-])[O-].[Na+].[Na+] (sodium thiosulfate), C(Cl)(Cl)Cl (chloroform). Run at time 1.25 hour. Product: C[C@@H](C(CNS(=O)(=O)C1=NC=CC=C1)=O)NC(O[C@@H](C(C)(C)C)CN1C=NC2=C1C=C(C(=C2)Cl)Cl)=O ((1S)-1-[(5,6-dichloro-1H-benzimidazol-1-yl)methyl]-2,2-dimethylpropyl (1S)-1-methyl-2-oxo-3-[(2-pyridinylsulfonyl)amino]propylcarbamate). The yield is 50.0%. RXN SMILES: [OH:1][C@@H:2]([CH2:26][NH:27][S:28]([C:31]1[CH:36]=[CH:35][CH:34]=[CH:33][N:32]=1)(=[O:30])=[O:29])[C@@H:3]([NH:5][C:6](=[O:25])[O:7][C@H:8]([CH2:13][N:14]1[C:18]2[CH:19]=[C:20]([Cl:24])[C:21]([Cl:23])=[CH:22][C:17]=2[N:16]=[CH:15]1)[C:9]([CH3:12])([CH3:11])[CH3:10])[CH3:4].O[C@H](CNS(C1C=CC=CN=1)(=O)=O)[C@@H](NC(=O)O[C@H](CN1C2C=C(Cl)C(Cl)=CC=2N=C1)C(C)(C)C)C.CC(OI1(OC(C)=O)(OC(C)=O)OC(=O)C2C=CC=CC1=2)=O.C(=O)(O)[O-].[Na+]>C(Cl)(Cl)Cl.C(OCC)(=O)C.S([O-])([O-])(=O)=S.[Na+].[Na+]>[CH3:4][C@H:3]([NH:5][C:6](=[O:25])[O:7][C@H:8]([CH2:13][N:14]1[C:18]2[CH:19]=[C:20]([Cl:24])[C:21]([Cl:23])=[CH:22][C:17]=2[N:16]=[CH:15]1)[C:9]([CH3:10])([CH3:12])[CH3:11])[C:2](=[O:1])[CH2:26][NH:27][S:28]([C:31]1[CH:36]=[CH:35][CH:34]=[CH:33][N:32]=1)(=[O:29])=[O:30] |f:3.4,7.8.9|. Procedure: To a solution of 0.13 g (0.23 mmol) of (1S)-1-[(5,6-dichloro-1H-benzimidazol-1-yl)methyl]-2,2-dimethylpropyl (1S,2S)-2-hydroxy-1-methyl-3-[(2-pyridinylsulfonyl)amino]propylcarbamate & (1S)-1-[(5,6-dichloro-1H-benzimidazol-1-yl)methyl]-2,2-dimethylpropyl (1S,2R)-2-hydroxy-1-methyl-3-[(2-pyridinylsulfonyl)amino]propylcarbamate in 6 mL of chloroform was added 42 mg (0.1 mmol) of Dess-Martin periodinane, and the reaction mixture was stirred at room temperature for 1.25 h. The mixture was diluted wit... The reactants are C1CCOC1, COC(=O)Cl, [Li]C1([Si](C)(C)C)CCCc2cc(C)cnc21. Yields the product COC(=O)C1CCCc2cc(C)cnc21. Reaction SMILES: [CH2:22]1[O:23][CH2:24][CH2:25][CH2:26]1.[Cl:17][C:18](=[O:19])[O:20][CH3:21].[Li:1][C:2]1([Si:13]([CH3:14])([CH3:15])[CH3:16])[CH2:3][CH2:4][CH2:5][c:6]2[cH:7][c:8]([CH3:12])[cH:9][n:10][c:11]21>>[CH:2]1([C:18](=[O:19])[O:20][CH3:21])[CH2:3][CH2:4][CH2:5][c:6]2[cH:7][c:8]([CH3:12])[cH:9][n:10][c:11]21. Starting materials: CCN=C=NCCCN(C)C, ClCCl, Cl, NCCN1CCOCC1, COc1cc(OC)c(-c2cc3ccccc3s2)cc1C=CC(=O)c1ccc(C(=O)O)cc1. Yields the product COc1cc(OC)c(-c2cc3ccccc3s2)cc1C=CC(=O)c1ccc(C(=O)NCCN2CCOCC2)cc1. RXN SMILES: [CH3:43][N:44]([CH3:45])[CH2:46][CH2:47][CH2:48][N:49]=[C:50]=[N:51][CH2:52][CH3:53].[Cl:54][CH2:55][Cl:56].[ClH:42].[O:33]1[CH2:34][CH2:35][N:36]([CH2:39][CH2:40][NH2:41])[CH2:37][CH2:38]1.[s:1]1[c:2]2[c:3]([cH:4][c:5]1-[c:6]1[c:7]([O:27][CH3:28])[cH:8][c:9]([O:25][CH3:26])[c:10]([CH:12]=[CH:13][C:14](=[O:15])[c:16]3[cH:17][cH:18][c:19]([C:20](=[O:21])[OH:22])[cH:23][cH:24]3)[cH:11]1)[cH:29][cH:30][cH:31][cH:32]2>>[s:1]1[c:2]2[c:3]([cH:4][c:5]1-[c:6]1[c:7]([O:27][CH3:28])[cH:8][c:9]([O:25][CH3:26])[c:10]([CH:12]=[CH:13][C:14](=[O:15])[c:16]3[cH:17][cH:18][c:19]([C:20](=[O:21])[NH:41][CH2:40][CH2:39][N:36]4[CH2:35][CH2:34][O:33][CH2:38][CH2:37]4)[cH:23][cH:24]3)[cH:11]1)[cH:29][cH:30][cH:31][cH:32]2. Conditions: temperature 35 celsius, time 40 hour. Reaction SMILES: [CH3:1][CH2:2][CH2:3][CH2:4][CH2:5][C@H:6]([OH:26])/[CH:7]=[CH:8]/[C@@H:9]1[C@@H:14]([CH2:15]/[CH:16]=[CH:17]/[CH2:18][CH2:19][CH2:20][C:21]([O:23][CH3:24])=[O:22])[C:12](=[O:13])[CH2:11][C@H:10]1O.[C:27](OC(=O)C)(=[O:29])[CH3:28]>N1C=CC=CC=1>[CH3:24][O:23][C:21](=[O:22])[CH2:20][CH2:19][CH2:18]/[CH:17]=[CH:16]\[CH2:15][C@@H:14]1[C@@H:9](/[CH:8]=[CH:7]/[C@@H:6]([O:26][C:27](=[O:29])[CH3:28])[CH2:5][CH2:4][CH2:3][CH2:2][CH3:1])[CH:10]=[CH:11][C:12]1=[O:13]. Reactants: CCCCC[C@@H](/C=C/[C@H]1[C@@H](CC(=O)[C@@H]1C/C=C/CCCC(=O)OC)O)O (PGE2 methyl ester), C(C)(=O)OC(C)=O (acetic anhydride). Reported procedure: A mixture of 2.4 g of PGE2 methyl ester, 30 ml of acetic anhydride and 6 ml of pyridine was stirred at 35° C. for 40 hours. After concentration under reduced pressure, the residue was dissolved in diethyl ether, washed with water, and a saturated aqueous solution of sodium chloride, dried over magnesium sulphate and concentrated under reduced pressure to give 2.56 g of (5Z,13E)-(15S)-9-oxo-15-acetoxyprosta-5,10,13-trienoic acid methyl ester having the following physical characteristic: Run in N1=CC=CC=C1 (pyridine). Yields the product COC(CCC\C=C/C[C@H]1C(C=C[C@@H]1\C=C\[C@H](CCCCC)OC(C)=O)=O)=O ((5Z,13E)-(15S)-9-oxo-15-acetoxyprosta-5,10,13-trienoic acid methyl ester).